Dataset: the Open Reaction Database (ORD), a public repository of structured organic reaction records. Task: describe an organic reaction: reactants, conditions, products, and yield Starting materials: CC(=O)O, CC(=O)O[BH-](OC(C)=O)OC(C)=O, CC(=O)O, C=O, CC(Cl)Cl, Nc1ncnc2c1c(I)nn2C1CNC1, [Na+], [Na+], [OH-]. Product: CN1CC(n2nc(I)c3c(N)ncnc32)C1. Reaction SMILES: [C:1]([OH:2])(=[O:3])[CH3:4].[C:24]([O:25][BH-:26]([O:27][C:28](=[O:29])[CH3:30])[O:31][C:32](=[O:33])[CH3:34])(=[O:35])[CH3:36].[C:5]([OH:6])(=[O:7])[CH3:8].[CH2:38]=[O:39].[Cl:42][CH:43]([Cl:44])[CH3:45].[NH:9]1[CH2:10][CH:11]([n:13]2[n:14][c:15]([I:23])[c:16]3[c:17]2[n:18][cH:19][n:20][c:21]3[NH2:22])[CH2:12]1.[Na+:37].[Na+:41].[OH-:40]>>[CH3:1][N:9]1[CH2:10][CH:11]([n:13]2[n:14][c:15]([I:23])[c:16]3[c:17]2[n:18][cH:19][n:20][c:21]3[NH2:22])[CH2:12]1. Reactants: BrCC1=C(C(=O)OCC)C=CN=C1Cl (ethyl 3-(bromomethyl)-2-chloroisonicotinate), NCC1=CC(=C(C(=O)OC(C)(C)C)C=C1)C (tert-butyl 4-(aminomethyl)-2-methylbenzoate). Yields the product ClC1=NC=CC2=C1CN(C2=O)CC2=CC(=C(C(=O)OC(C)(C)C)C=C2)C (tert-butyl 4-((4-chloro-1-oxo-1H-pyrrolo[3,4-c]pyridin-2(3H)-yl)methyl)-2-methylbenzoate). RXN SMILES: Br[CH2:2][C:3]1[C:13]([Cl:14])=[N:12][CH:11]=[CH:10][C:4]=1[C:5]([O:7]CC)=O.[NH2:15][CH2:16][C:17]1[CH:29]=[CH:28][C:20]([C:21]([O:23][C:24]([CH3:27])([CH3:26])[CH3:25])=[O:22])=[C:19]([CH3:30])[CH:18]=1>>[Cl:14][C:13]1[C:3]2[CH2:2][N:15]([CH2:16][C:17]3[CH:29]=[CH:28][C:20]([C:21]([O:23][C:24]([CH3:26])([CH3:27])[CH3:25])=[O:22])=[C:19]([CH3:30])[CH:18]=3)[C:5](=[O:7])[C:4]=2[CH:10]=[CH:11][N:12]=1. Procedure: The title compound is prepared in 83% yield (560 mg, colorless oil) from ethyl 3-(bromomethyl)-2-chloroisonicotinate (500 mg, 1.8 mmol, Step-1 of Intermediate-1) and tert-butyl 4-(aminomethyl)-2-methylbenzoate (400 mg, 1.8 mmol) in a similar manner to Intermediate-2. Isolated yield 83.0%. Starting materials: Cc1ccc(C)c(CCl)c1, CCO, S=C1NC(c2ccccc2)C(c2ccccc2)N1. Yields the product Cl, Cc1ccc(C)c(CSC2=NC(c3ccccc3)C(c3ccccc3)N2)c1. As a reaction SMILES: [CH3:19][c:20]1[c:21]([CH2:22][Cl:23])[cH:24][c:25]([CH3:28])[cH:26][cH:27]1.[CH3:29][CH2:30][OH:31].[c:1]1([CH:7]2[NH:8][C:9](=[S:18])[NH:10][CH:11]2[c:12]2[cH:13][cH:14][cH:15][cH:16][cH:17]2)[cH:2][cH:3][cH:4][cH:5][cH:6]1>>[ClH:23].[c:1]1([CH:7]2[NH:8][C:9]([S:18][CH2:22][c:21]3[c:20]([CH3:19])[cH:27][cH:26][c:25]([CH3:28])[cH:24]3)=[N:10][CH:11]2[c:12]2[cH:13][cH:14][cH:15][cH:16][cH:17]2)[cH:2][cH:3][cH:4][cH:5][cH:6]1. Starting materials: C(C)(C)N(C(C)C)CC (N,N-diisopropylethylamine), COCC#C (3-methoxypropyne), BrC=1N=CC(=NC1)NC([C@H](CC1CCCC1)C1=CC(=C(C=C1)S(=O)(=O)C)Cl)=O (N-(5-bromo-pyrazin-2-yl)-2(R)-(3-chloro-4-methanesulfonyl-phenyl)-3-cyclopentyl-propionamide). The reagents and catalysts are Cl[Pd]([P](C1=CC=CC=C1)(C2=CC=CC=C2)C3=CC=CC=C3)([P](C4=CC=CC=C4)(C5=CC=CC=C5)C6=CC=CC=C6)Cl (dichlorobis(triphenylphosphine)palladium(II)), [Cu]I (copper(I) iodide). The solvent is C1(=CC=CC=C1)C (toluene). Conditions: temperature 25 celsius, time 8 hour. The product is ClC=1C=C(C=CC1S(=O)(=O)C)[C@H](C(=O)NC1=NC=C(N=C1)C#CCOC)CC1CCCC1 (2(R)-(3-chloro-4-methanesulfonyl-phenyl)-3-cyclopentyl-N-[5-(3-methoxy-prop-1-ynyl)-pyrazin-2-yl]-propionamide). Yield: 69.3%. As a reaction SMILES: Br[C:2]1[N:3]=[CH:4][C:5]([NH:8][C:9](=[O:28])[C@@H:10]([C:17]2[CH:22]=[CH:21][C:20]([S:23]([CH3:26])(=[O:25])=[O:24])=[C:19]([Cl:27])[CH:18]=2)[CH2:11][CH:12]2[CH2:16][CH2:15][CH2:14][CH2:13]2)=[N:6][CH:7]=1.C(N(CC)C(C)C)(C)C.[CH3:38][O:39][CH2:40][C:41]#[CH:42]>C1(C)C=CC=CC=1.Cl[Pd](Cl)([P](C1C=CC=CC=1)(C1C=CC=CC=1)C1C=CC=CC=1)[P](C1C=CC=CC=1)(C1C=CC=CC=1)C1C=CC=CC=1.[Cu]I>[Cl:27][C:19]1[CH:18]=[C:17]([C@@H:10]([CH2:11][CH:12]2[CH2:16][CH2:15][CH2:14][CH2:13]2)[C:9]([NH:8][C:5]2[CH:4]=[N:3][C:2]([C:42]#[C:41][CH2:40][O:39][CH3:38])=[CH:7][N:6]=2)=[O:28])[CH:22]=[CH:21][C:20]=1[S:23]([CH3:26])(=[O:25])=[O:24] |^1:52,71|. Procedure: A suspension of N-(5-bromo-pyrazin-2-yl)-2(R)-(3-chloro-4-methanesulfonyl-phenyl)-3-cyclopentyl-propionamide (prepared as in Example 6, 486 mg, 1.0 mmol) in toluene (8 mL) was treated with N,N-diisopropylethylamine (2 mL), 3-methoxypropyne (350 mg, 10.0 mmol), dichlorobis(triphenylphosphine)palladium(II) (40 mg), and copper(I) iodide (20 mg). The mixture was stirred at 25° C. overnight, and an oily black precipitate was obtained. The top clear solution was decanted, and the oily precipitate was ... The reactants are [Al+3], CC(C)(C)OC(=O)NCC1CCC(CO)CC1, CCOC(C)=O, [H-], [H-], [H-], [H-], [Li+], C1CCOC1. Product: CNCC1CCC(CO)CC1. As a reaction SMILES: [Al+3:19].[C:1]([O:2][C:6](=[O:3])[NH:7][CH2:8][CH:9]1[CH2:10][CH2:11][CH:12]([CH2:15][OH:16])[CH2:13][CH2:14]1)([CH3:4])([CH3:5])[CH3:17].[CH3:29][CH2:30][O:31][C:32](=[O:33])[CH3:34].[H-:18].[H-:21].[H-:22].[H-:23].[Li+:20].[O:24]1[CH2:25][CH2:26][CH2:27][CH2:28]1>>[CH3:6][NH:7][CH2:8][CH:9]1[CH2:10][CH2:11][CH:12]([CH2:15][OH:16])[CH2:13][CH2:14]1. Yields the product [Br-], Fc1ccc([Mg+])cc1. Starting materials: Fc1ccc(Br)cc1, CCOCC, [Mg]. As a reaction SMILES: [Br:2][c:3]1[cH:4][cH:5][c:6]([F:9])[cH:7][cH:8]1.[CH3:10][CH2:11][O:12][CH2:13][CH3:14].[Mg:1]>>[Br-:2].[Mg+:1][c:3]1[cH:4][cH:5][c:6]([F:9])[cH:7][cH:8]1. Starting materials: [H-].[Na+] (NaH), CN1CCN(CC1)CCCO (3-(4-methylpiperazin-1-yl)propan-1-ol), O=C1C=CC(=NN1CC1=CC2=C(NC(N2)=O)C=C1)C1=CC(=C(C(=C1)F)F)F (5-[6-oxo-3-(3,4,5-tri-fluorophenyl)-6H-pyridazin-1-ylmethyl]-1,3-dihydrobenzimidazol-2-one). Run in paraffin, CN(C)C=O (DMF). Conditions: time 10 minute. Yields the product FC=1C=C(C=C(C1OCCCN1CCN(CC1)C)F)C1=NN(C(C=C1)=O)CC1=CC2=C(NC(N2)=O)C=C1 (5-(3-{3,5-difluoro-4-[3-(4-methylpiperazin-1-yl)propoxy]-phenyl}-6-oxo-6H-pyridazin-1-ylmethyl)-1,3-dihydrobenzimidazol-2-one). Reaction SMILES: [CH3:1][N:2]1[CH2:7][CH2:6][N:5]([CH2:8][CH2:9][CH2:10][OH:11])[CH2:4][CH2:3]1.[H-].[Na+].[O:14]=[C:15]1[N:20]([CH2:21][C:22]2[CH:31]=[CH:30][C:25]3[NH:26][C:27](=[O:29])[NH:28][C:24]=3[CH:23]=2)[N:19]=[C:18]([C:32]2[CH:37]=[C:36]([F:38])[C:35](F)=[C:34]([F:40])[CH:33]=2)[CH:17]=[CH:16]1>CN(C=O)C>[F:38][C:36]1[CH:37]=[C:32]([C:18]2[CH:17]=[CH:16][C:15](=[O:14])[N:20]([CH2:21][C:22]3[CH:31]=[CH:30][C:25]4[NH:26][C:27](=[O:29])[NH:28][C:24]=4[CH:23]=3)[N:19]=2)[CH:33]=[C:34]([F:40])[C:35]=1[O:11][CH2:10][CH2:9][CH2:8][N:5]1[CH2:6][CH2:7][N:2]([CH3:1])[CH2:3][CH2:4]1 |f:1.2|. Reported procedure: 170 mg (1.08 mmol) of 3-(4-methylpiperazin-1-yl)propan-1-ol are dissolved in 20 ml of DMF, 64.5 mg (1.61 mmol) of NaH in paraffin oil (60%) are added under nitrogen, and the mixture is stirred at room temperature. After 10 min, 200 mg (0.54 mmol) of 5-[6-oxo-3-(3,4,5-tri-fluorophenyl)-6H-pyridazin-1-ylmethyl]-1,3-dihydrobenzimidazol-2-one are added, and the mixture is stirred at room temperature under a nitrogen atmosphere. The reaction is monitored by means of HPLC. After 3 h, the reaction is t...